This data is from the Open Reaction Database (ORD), a public repository of structured organic reaction records. The task is: describe an organic reaction: reactants, conditions, products, and yield Starting materials: C(C)(C)C1=NNC(=C1)C(=O)O (3-isopropyl-1H-pyrazole-5-carboxylic acid), Cl.Cl.FC1=CC=C(C=C1)C(CN1CCNCC1)=O (1-(4-fluorophenyl)-2-(piperazin-1-yl)ethanone dihydrochloride). The product is FC1=CC=C(C=C1)C(CN1CCN(CC1)C(=O)C=1NN=C(C1)C(C)C)=O (1-(4-Fluoro-phenyl)-2-[4-(5-isopropyl-2H-pyrazole-3-carbonyl)-piperazin-1-yl]-ethanone). Isolated yield 75.7%. As a reaction SMILES: [CH:1]([C:4]1[CH:8]=[C:7]([C:9]([OH:11])=O)[NH:6][N:5]=1)([CH3:3])[CH3:2].Cl.Cl.[F:14][C:15]1[CH:20]=[CH:19][C:18]([C:21](=[O:29])[CH2:22][N:23]2[CH2:28][CH2:27][NH:26][CH2:25][CH2:24]2)=[CH:17][CH:16]=1>>[F:14][C:15]1[CH:20]=[CH:19][C:18]([C:21](=[O:29])[CH2:22][N:23]2[CH2:24][CH2:25][N:26]([C:9]([C:7]3[NH:6][N:5]=[C:4]([CH:1]([CH3:2])[CH3:3])[CH:8]=3)=[O:11])[CH2:27][CH2:28]2)=[CH:17][CH:16]=1 |f:1.2.3|. Procedure: The title compound was prepared in a similar manner as described in Example 1.2, using 3-isopropyl-1H-pyrazole-5-carboxylic acid (23.1 mg), and 1-(4-fluorophenyl)-2-(piperazin-1-yl)ethanone dihydrochloride (29.5 mg) as starting materials, to afford the title compound (27.1 mg) as a white solid. Exact mass calculated for C19H23FN4O2: 358.2. Found: LCMS m/z=359.3 (M+H+). The reactants are C(C)OC(=O)C1=NOC(=C1)C1=CC=C(C=C1)C#N (5-(4-cyano-phenyl)-isoxazole-3-carboxylic acid ethyl ester), [OH-].[Na+] (NaOH), Cl (hydrochloric acid). Run in O1CCCC1 (tetrahydrofuran). Reaction conditions: time 3 hour. Product: C(#N)C1=CC=C(C=C1)C1=CC(=NO1)C(=O)O (5-(4-Cyano-phenyl)-isoxazole-3-carboxylic acid). Procedure: A mixture of 5-(4-cyano-phenyl)-isoxazole-3-carboxylic acid ethyl ester (100 mg) and 1 N aqueous NaOH solution (1.24 mL) in tetrahydrofuran (4.5 mL) is stirred at room temperature for 3 h. The reaction mixture is acidified with 3 N hydrochloric acid and concentrated in vacuo. The residue is triturated with water; the precipitate is filtered off and dried to give the title compound. LC (method 3): tR=1.01 min; Mass spectrum (ESI+): m/z=215 [M+H]+. RXN SMILES: C([O:3][C:4]([C:6]1[CH:10]=[C:9]([C:11]2[CH:16]=[CH:15][C:14]([C:17]#[N:18])=[CH:13][CH:12]=2)[O:8][N:7]=1)=[O:5])C.[OH-].[Na+].Cl>O1CCCC1>[C:17]([C:14]1[CH:13]=[CH:12][C:11]([C:9]2[O:8][N:7]=[C:6]([C:4]([OH:5])=[O:3])[CH:10]=2)=[CH:16][CH:15]=1)#[N:18] |f:1.2|.